This data is from the Open Reaction Database (ORD), a public repository of structured organic reaction records. The task is: describe an organic reaction: reactants, conditions, products, and yield The reactants are COc1cc(OC)cc(Oc2cc(Br)ccc2CC(=O)O)c1, CS(=O)(=O)O, O. Product: COc1cc(OC)c2c(c1)Oc1cc(Br)ccc1CC2=O. As a reaction SMILES: [Br:1][c:2]1[cH:3][c:4]([O:12][c:13]2[cH:14][c:15]([O:21][CH3:22])[cH:16][c:17]([O:19][CH3:20])[cH:18]2)[c:5]([CH2:8][C:9](=[O:10])[OH:11])[cH:6][cH:7]1.[CH3:23][S:24](=[O:25])(=[O:26])[OH:27].[OH2:28]>>[Br:1][c:2]1[cH:3][c:4]2[c:5]([cH:6][cH:7]1)[CH2:8][C:9](=[O:11])[c:14]1[c:13]([cH:18][c:17]([O:19][CH3:20])[cH:16][c:15]1[O:21][CH3:22])[O:12]2. The reactants are C(C)OC(=O)CCC(=O)OC=1C(=C(C2=C(SC(O2)CCC(=O)OCC)C1C)C)C (ethyl 3-[5-(3-ethoxycarbonylpropionyloxy)-4,6,7-trimethyl-1,3-benzoxathiole-2-yl]propionate), C(C)(=O)OC=1C(=C(C2=C(SC(O2)C)C1C)C)C (5-Acetoxy-2,4,6,7-tetramethyl-1,3-benzoxathiole). The product is OC=1C(=C(C2=C(SC(O2)CCCO)C1C)C)C (3-(5-Hydroxy-4,6,7-trimethyl-1,3-benzoxathiole-2-yl)propanol). As a reaction SMILES: C(OC(CCC([O:10][C:11]1[C:12]([CH3:29])=[C:13]([CH3:28])[C:14]2[O:18][CH:17]([CH2:19][CH2:20][C:21](OCC)=[O:22])[S:16][C:15]=2[C:26]=1[CH3:27])=O)=O)C.C(OC1C(C)=C(C)C2OC(C)SC=2C=1C)(=O)C>>[OH:10][C:11]1[C:12]([CH3:29])=[C:13]([CH3:28])[C:14]2[O:18][CH:17]([CH2:19][CH2:20][CH2:21][OH:22])[S:16][C:15]=2[C:26]=1[CH3:27]. Procedure details: Ethyl 3-[5-(3-ethoxycarbonylpropionyloxy)-4,6,7-trimethyl-1,3-benzoxathiole-2-yl)propionate (prepared as described in Example 32) was used in the same process as described in (1) above, to give the title compound, whose melting point, infrared absorption spectrum and mass spectrum were the same as those of the product described in (a) above. The reactants are COC(=O)C1(c2ccccc2)CCNCC1, Cc1cc(NC(=O)NCCCl)c2ccccc2n1. The product is COC(=O)C1(c2ccccc2)CCN(CCNC(=O)Nc2cc(C)nc3ccccc23)CC1. Reaction SMILES: [CH3:19][O:20][C:21](=[O:22])[C:23]1([c:29]2[cH:30][cH:31][cH:32][cH:33][cH:34]2)[CH2:24][CH2:25][NH:26][CH2:27][CH2:28]1.[Cl:1][CH2:2][CH2:3][NH:4][C:5](=[O:6])[NH:7][c:8]1[cH:9][c:10]([CH3:18])[n:11][c:12]2[cH:13][cH:14][cH:15][cH:16][c:17]12>>[CH2:2]([CH2:3][NH:4][C:5](=[O:6])[NH:7][c:8]1[cH:9][c:10]([CH3:18])[n:11][c:12]2[cH:13][cH:14][cH:15][cH:16][c:17]12)[N:26]1[CH2:25][CH2:24][C:23]([C:21]([O:20][CH3:19])=[O:22])([c:29]2[cH:30][cH:31][cH:32][cH:33][cH:34]2)[CH2:28][CH2:27]1. Starting materials: ClC1=NC(=NC(=C1)C1=C(C=CC(=C1)Cl)OCC1CCCCC1)N (4-chloro-6-(5-chloro-2-cyclohexylmethoxy-phenyl)-pyrimidin-2-yl-amine), ClC1=CC=C(N)C=C1 (4-chloro-aniline). The product is ClC=1C=CC(=C(C1)C1=CC(=NC(=N1)N)NC1=CC=C(C=C1)Cl)OCC1CCCCC1 (6-(5-Chloro-2-cyclohexylmethoxy-phenyl)-N*4*-(4-chloro-phenyl)-pyrimidine-2,4-diamine). Isolated yield 98.0%. RXN SMILES: Cl[C:2]1[CH:7]=[C:6]([C:8]2[CH:13]=[C:12]([Cl:14])[CH:11]=[CH:10][C:9]=2[O:15][CH2:16][CH:17]2[CH2:22][CH2:21][CH2:20][CH2:19][CH2:18]2)[N:5]=[C:4]([NH2:23])[N:3]=1.[Cl:24][C:25]1[CH:31]=[CH:30][C:28]([NH2:29])=[CH:27][CH:26]=1>>[Cl:14][C:12]1[CH:11]=[CH:10][C:9]([O:15][CH2:16][CH:17]2[CH2:22][CH2:21][CH2:20][CH2:19][CH2:18]2)=[C:8]([C:6]2[N:5]=[C:4]([NH2:23])[N:3]=[C:2]([NH:29][C:28]3[CH:30]=[CH:31][C:25]([Cl:24])=[CH:26][CH:27]=3)[CH:7]=2)[CH:13]=1. Reported procedure: Following the method described in Example 72, 4-chloro-6-(5-chloro-2-cyclohexylmethoxy-phenyl)-pyrimidin-2-yl-amine and 4-chloro-aniline provided the title compound (98% yield). 1H NMR (DMSO-d6) δ 1.15-1.19 (m, 4H, CH2) δ 1.65-1.73 (m, 6H, CH2), 3.89 (d, 2H, J=5.7 Hz, Ar), 6.49 (s, 1H, Ar), 7.27 (d, 1H, J=8.4 Hz, Ar), 7.46 (d, 2H, J=8.7 Hz, Ar), 7.61 (d, 2H, J=8.5 Hz, Ar), 7.82-7.85 (m, 2H, Ar). Reactants: [Si](C)(C)(C(C)(C)C)OCC=1C=C(OCC2=CC(=CS2)Br)C=CC1CO[Si](C)(C)C(C)(C)C (5-[3,4-bis(tert-butyldimethylsilanyloxymethyl)phenoxymethyl]-3-bromothiophene), C(CCC)[Li] (butyllithium), CN(C=O)C (dimethylformamide). The product is [Si](C)(C)(C(C)(C)C)OCC=1C=C(OCC2=CC(=CS2)C=O)C=CC1CO[Si](C)(C)C(C)(C)C (5-[3,4-bis(tert-Butyldimethylsilanyloxymethyl)-phenoxymethyl]thiophene-3-carbaldehyde). As a reaction SMILES: [Si:1]([O:8][CH2:9][C:10]1[CH:11]=[C:12]([CH:21]=[CH:22][C:23]=1[CH2:24][O:25][Si:26]([C:29]([CH3:32])([CH3:31])[CH3:30])([CH3:28])[CH3:27])[O:13][CH2:14][C:15]1[S:19][CH:18]=[C:17](Br)[CH:16]=1)([C:4]([CH3:7])([CH3:6])[CH3:5])([CH3:3])[CH3:2].C([Li])CCC.CN(C)[CH:40]=[O:41]>>[Si:1]([O:8][CH2:9][C:10]1[CH:11]=[C:12]([CH:21]=[CH:22][C:23]=1[CH2:24][O:25][Si:26]([C:29]([CH3:32])([CH3:31])[CH3:30])([CH3:28])[CH3:27])[O:13][CH2:14][C:15]1[S:19][CH:18]=[C:17]([CH:40]=[O:41])[CH:16]=1)([C:4]([CH3:7])([CH3:6])[CH3:5])([CH3:3])[CH3:2]. Procedure: In a manner similar to that of Example 9(g), by reaction of 34 g (61 mmol) of 5-[3,4-bis(tert-butyldimethylsilanyloxymethyl)phenoxymethyl]-3-bromothiophene with 27 mL (67 mmol) of 2.5 M butyllithium and 5.2 mL (67 mmol) of dimethylformamide, the crude product obtained (33.8 g; Y=99%) is in the form of a brown oil.